This data is from the Open Reaction Database (ORD), a public repository of structured organic reaction records. The task is: describe an organic reaction: reactants, conditions, products, and yield Reactants: COC1=C(C(=O)O)C=C(C(=C1)NC(=O)C)S(=O)CC (2-methoxy-4-acetamino-5-ethylsulphinyl benzoic acid), CC(=O)C (acetone), C1(CCCCC1)CN1CC(CC1)N (1-cyclohexylmethyl-3-amino-pyrrolidine), ClC(=O)OCC(C)C (isobutyl chloroformate). The solvent is C(C)N(CC)CC (triethylamine), O (water), O (water). Run at temperature 0 celsius, time 45 minute. The product is C1(CCCCC1)CN1CC(CC1)NC(C1=C(C=C(C(=C1)S(=O)CC)N)OC)=O (N-(1-cyclohexylmethyl-3-pyrrolidinyl)-2-methoxy-4-amino-5-ethylsulphinyl benzamide). RXN SMILES: [CH3:1][O:2][C:3]1[CH:11]=[C:10]([NH:12]C(C)=O)[C:9]([S:16]([CH2:18][CH3:19])=[O:17])=[CH:8][C:4]=1[C:5]([OH:7])=O.CC(C)=O.ClC(OCC(C)C)=O.[CH:32]1([CH2:38][N:39]2[CH2:43][CH2:42][CH:41]([NH2:44])[CH2:40]2)[CH2:37][CH2:36][CH2:35][CH2:34][CH2:33]1>O.C(N(CC)CC)C>[CH:32]1([CH2:38][N:39]2[CH2:43][CH2:42][CH:41]([NH:44][C:5](=[O:7])[C:4]3[CH:8]=[C:9]([S:16]([CH2:18][CH3:19])=[O:17])[C:10]([NH2:12])=[CH:11][C:3]=3[O:2][CH3:1])[CH2:40]2)[CH2:33][CH2:34][CH2:35][CH2:36][CH2:37]1. Reported procedure: 8.5 g of 2-methoxy-4-acetamino-5-ethylsulphinyl benzoic acid, 70 ml of acetone, 10 ml of water and 3 g of triethylamine are placed in a 250 ml flask fitted with an agitator, a thermometer and a dropping funnel. The solution is cooled to about 0° C., after which 4.2 g of isobutyl chloroformate is poured in drop by drop. It is agitated for 45 minutes at 0° C. then 6 g of 1-cyclohexylmethyl-3-amino-pyrrolidine is dripped in. It is reacted for 2 hours at room temperature, 50 ml of water is added and... The reactants are C(C1=CC=CC=C1)OCC(=C)C=1N=CC(=NC1)N (5-(3-(benzyloxy)prop-1-en-2-yl)pyrazin-2-amine). Reagents/catalysts: [Pd] (Pd/C). Run in CO (methanol). Conditions: time 8 hour. Product: C(C1=CC=CC=C1)OCC(C)C=1N=CC(=NC1)N ((+/−)-5-(1-(benzyloxy)propan-2-yl)pyrazin-2-amine). Reaction SMILES: [CH2:1]([O:8][CH2:9][C:10]([C:12]1[N:13]=[CH:14][C:15]([NH2:18])=[N:16][CH:17]=1)=[CH2:11])[C:2]1[CH:7]=[CH:6][CH:5]=[CH:4][CH:3]=1>CO.[Pd]>[CH2:1]([O:8][CH2:9][CH:10]([C:12]1[N:13]=[CH:14][C:15]([NH2:18])=[N:16][CH:17]=1)[CH3:11])[C:2]1[CH:3]=[CH:4][CH:5]=[CH:6][CH:7]=1. Procedure details: To a solution of 5-(3-(benzyloxy)prop-1-en-2-yl)pyrazin-2-amine (91 mg, 0.377 mmol) in methanol (3771 μL) was added Pd/C (40.1 mg, 0.377 mmol) at room temperature. The reaction mixture was stirred at room temperature under hydrogen balloon for overnight. The reaction mixture was filtered through Celite, washed with methanol and EtOAc. The crude material was used in next step reaction without purification. LCMS (m/z): 244.2 (MH+), 0.62 min. Reactants: C(CCCC)C1=CC=C(C(=O)O)C=C1 (4-pentyl benzoic acid), S(=O)(Cl)Cl (thionyl chloride), N1=CC=CC=C1 (pyridine). Run in C1(=CC=CC=C1)C (toluene). The product is C(CCCC)C1=CC=C(C(=O)Cl)C=C1 (4-pentylbenzoyl chloride). RXN SMILES: [CH2:1]([C:6]1[CH:14]=[CH:13][C:9]([C:10](O)=[O:11])=[CH:8][CH:7]=1)[CH2:2][CH2:3][CH2:4][CH3:5].S(Cl)([Cl:17])=O.N1C=CC=CC=1>C1(C)C=CC=CC=1>[CH2:1]([C:6]1[CH:14]=[CH:13][C:9]([C:10]([Cl:17])=[O:11])=[CH:8][CH:7]=1)[CH2:2][CH2:3][CH2:4][CH3:5]. Procedure: First, 1.2 g (6.1 mmol) of 4-pentyl benzoic acid was mixed with 1.1 g (9.1 mmol) of thionyl chloride, 0.1 ml of pyridine, and 3 ml of toluene, and reacted at 80° C. for 2 hours. Excess amount of thionyl chloride and toluene were distilled off at a reduced pressure to obtain a crude 4-pentylbenzoyl chloride. Starting materials: C1CNCCN1, COc1ccc(Sc2ncnc3c(N4CCS(=O)CC4)nc(Cl)nc23)cc1. Product: COc1ccc(Sc2ncnc3c(N4CCS(=O)CC4)nc(N4CCNCC4)nc23)cc1. Reaction SMILES: [CH2:28]1[CH2:29][NH:30][CH2:31][CH2:32][NH:33]1.[Cl:1][c:2]1[n:3][c:4]([N:21]2[CH2:22][CH2:23][S:24](=[O:27])[CH2:25][CH2:26]2)[c:5]2[c:6]([n:7]1)[c:8]([S:12][c:13]1[cH:14][cH:15][c:16]([O:19][CH3:20])[cH:17][cH:18]1)[n:9][cH:10][n:11]2>>[c:2]1([N:30]2[CH2:29][CH2:28][NH:33][CH2:32][CH2:31]2)[n:3][c:4]([N:21]2[CH2:22][CH2:23][S:24](=[O:27])[CH2:25][CH2:26]2)[c:5]2[c:6]([n:7]1)[c:8]([S:12][c:13]1[cH:14][cH:15][c:16]([O:19][CH3:20])[cH:17][cH:18]1)[n:9][cH:10][n:11]2.